This data is from the Open Reaction Database (ORD), a public repository of structured organic reaction records. The task is: describe an organic reaction: reactants, conditions, products, and yield The reactants are NC1=NC(=NC=C1OC1=C(C=C(C(=C1)I)OC)C(C)C)NC(CCl)=O (N-[4-Amino-5-(5-iodo-2-isopropyl-4-methoxy-phenoxy)-pyrimidin-2-yl]-2-chloro-acetamide), C(CC)NCCC (N,N-di-n-propylamine), [I-].[Na+] (sodium iodide). Solvent: CC(=O)C (acetone). Reaction conditions: temperature 55 celsius, time 22 hour. Product: NC1=NC(=NC=C1OC1=C(C=C(C(=C1)I)OC)C(C)C)NC(CN(CCC)CCC)=O (N-[4-amino-5-(5-iodo-2-isopropyl-4-methoxy-phenoxy)-pyrimidin-2-yl]-2-dipropylamino-acetamide). Isolated yield 32.7%. RXN SMILES: [NH2:1][C:2]1[C:7]([O:8][C:9]2[CH:14]=[C:13]([I:15])[C:12]([O:16][CH3:17])=[CH:11][C:10]=2[CH:18]([CH3:20])[CH3:19])=[CH:6][N:5]=[C:4]([NH:21][C:22](=[O:25])[CH2:23]Cl)[N:3]=1.[CH2:26]([NH:29][CH2:30][CH2:31][CH3:32])[CH2:27][CH3:28].[I-].[Na+]>CC(C)=O>[NH2:1][C:2]1[C:7]([O:8][C:9]2[CH:14]=[C:13]([I:15])[C:12]([O:16][CH3:17])=[CH:11][C:10]=2[CH:18]([CH3:20])[CH3:19])=[CH:6][N:5]=[C:4]([NH:21][C:22](=[O:25])[CH2:23][N:29]([CH2:30][CH2:31][CH3:32])[CH2:26][CH2:27][CH3:28])[N:3]=1 |f:2.3|. Procedure: N-[4-Amino-5-(5-iodo-2-isopropyl-4-methoxy-phenoxy)-pyrimidin-2-yl]-2-chloro-acetamide (0.31 g, 0.65 mmol), N,N-di-n-propylamine (0.33 g, 3.25 mmol) and sodium iodide (20 mg) were added to 20 mL acetone. The reaction mixture was stirred at 55° C. under nitrogen atmosphere for 22 hours, then cooled and concentrated under reduced pressure. The residue was diluted with water and extracted with methylene chloride. The combined organic layers were dried (Na2SO4), filtered and concentrated under reduc... Starting materials: C(C)OC=1C=C2C(=CC(=NC2=NC1C)C)O (6-Ethoxy-2,7-dimethyl-1,8-naphthyridin-4-ol), P(=O)(Cl)(Cl)Cl (phosphorus oxychloride). Yields the product ClC1=C2C=C(C(=NC2=NC(=C1)C)C)OCC (5-chloro-3-ethoxy-2,7-dimethyl-1,8-naphthyridine). Conditions: temperature 95 celsius. Procedure: 6-Ethoxy-2,7-dimethyl-1,8-naphthyridin-4-ol (2.77 g) was added to phosphorus oxychloride (25 ml) at ambient temperature. The mixture was then heated at 95° C. for 1 hour. The mixture was worked up as described in example B1 to give 5-chloro-3-ethoxy-2,7-dimethyl-1,8-naphthyridine, m.p. 144°-7° C. RXN SMILES: [CH2:1]([O:3][C:4]1[CH:5]=[C:6]2[C:11](=[N:12][C:13]=1[CH3:14])[N:10]=[C:9]([CH3:15])[CH:8]=[C:7]2O)[CH3:2].P(Cl)(Cl)([Cl:19])=O>>[Cl:19][C:7]1[CH:8]=[C:9]([CH3:15])[N:10]=[C:11]2[C:6]=1[CH:5]=[C:4]([O:3][CH2:1][CH3:2])[C:13]([CH3:14])=[N:12]2. Starting materials: NC1=C(C(=O)NCC2=C(C=C(C=C2)I)F)C=CC(=C1)Br (2-amino-4-bromo-N-(2-fluoro-4-iodobenzyl)benzamide), N,N'-carbonyldiimidazole, O1CCOCC1 (1,4-dioxane). The product is BrC1=CC=C2C(N(C(NC2=C1)=O)CC1=C(C=C(C=C1)I)F)=O (7-bromo-3-(2-fluoro-4-iodobenzyl)-1,2,3,4-tetrahydro-2,4-dioxoquinazoline). RXN SMILES: [NH2:1][C:2]1[CH:19]=[C:18]([Br:20])[CH:17]=[CH:16][C:3]=1[C:4]([NH:6][CH2:7][C:8]1[CH:13]=[CH:12][C:11]([I:14])=[CH:10][C:9]=1[F:15])=[O:5].[O:21]1CCOC[CH2:22]1>>[Br:20][C:18]1[CH:19]=[C:2]2[C:3]([C:4](=[O:5])[N:6]([CH2:7][C:8]3[CH:13]=[CH:12][C:11]([I:14])=[CH:10][C:9]=3[F:15])[C:22](=[O:21])[NH:1]2)=[CH:16][CH:17]=1. Procedure: A mixture of 2-amino-4-bromo-N-(2-fluoro-4-iodobenzyl)benzamide (3.80 g), N,N'-carbonyldiimidazole (5.5 g) and 1,4-dioxane (30 ml) was refluxed for 2 hours. The resulting crystals were collected by filtration, washed with 1,4-dioxane and dried over phosphorus pentoxide to give 7-bromo-3-(2-fluoro-4-iodobenzyl)-1,2,3,4-tetrahydro-2,4-dioxoquinazoline (2.85 g). Starting materials: BrCCCCN(C(C)C)C1=NC(=C(N=C1)C1=CC=CC=C1)C1=CC=CC=C1 (1-bromo-4-[N-(5,6-diphenylpyrazin-2-yl)-N-isopropylamino]butane), C(CS)(=O)OC (methyl thioglycolate), C([O-])([O-])=O.[K+].[K+] (potassium carbonate), [I-].[K+] (potassium iodide). Run in C(C)#N (acetonitrile). Product: COC(CSCCCCN(C(C)C)C1=NC(=C(N=C1)C1=CC=CC=C1)C1=CC=CC=C1)=O (2-{4-[N-(5,6-diphenylpyrazin-2-yl)-N-isopropylamino]butylthio}acetic acid methyl ester). The yield is 96.9%. RXN SMILES: Br[CH2:2][CH2:3][CH2:4][CH2:5][N:6]([C:10]1[CH:15]=[N:14][C:13]([C:16]2[CH:21]=[CH:20][CH:19]=[CH:18][CH:17]=2)=[C:12]([C:22]2[CH:27]=[CH:26][CH:25]=[CH:24][CH:23]=2)[N:11]=1)[CH:7]([CH3:9])[CH3:8].[C:28]([O:32][CH3:33])(=[O:31])[CH2:29][SH:30].C(=O)([O-])[O-].[K+].[K+].[I-].[K+]>C(#N)C>[CH3:33][O:32][C:28](=[O:31])[CH2:29][S:30][CH2:2][CH2:3][CH2:4][CH2:5][N:6]([C:10]1[CH:15]=[N:14][C:13]([C:16]2[CH:21]=[CH:20][CH:19]=[CH:18][CH:17]=2)=[C:12]([C:22]2[CH:27]=[CH:26][CH:25]=[CH:24][CH:23]=2)[N:11]=1)[CH:7]([CH3:9])[CH3:8] |f:2.3.4,5.6|. Procedure details: 1.17 g of 1-bromo-4-[N-(5,6-diphenylpyrazin-2-yl)-N-isopropylamino]butane, 0.29 g of methyl thioglycolate, 0.46 g of potassium carbonate, a catalytic amount of potassium iodide and 27 ml of acetonitrile were mixed and the mixture was refluxed for 4 hours. The insoluble matter was removed by filtration and the solvent was evaporated under reduced pressure. The residue was purified by silica gel column chromatography to obtain 1.19 g of the desired compound as a pale yellow crystal having a meltin... The reactants are C(C)(=O)OCC=1N=C(SC1)N[C@@H](C(C)(C)S(=O)(=O)C)C(=O)N[C@H]([C@@H](CN1C[C@H]2CCCC[C@H]2C[C@H]1C(=O)NC(C)(C)C)O)CC1=CC=CC=C1 (2-[3(S)-[[N-[4-(acetoxymethyl)-2-thiazolyl]-3-(methanesulfonyl)-L-valyl]amino]-2(R)-hydroxy-4-phenylbutyl]-N-tert-butyl-1,2,3,4,4a(S),5,6,7,8,8a(S)-decahydro-3(S)-isoquinolinecarboxamide), C([O-])([O-])=O.[K+].[K+] (potassium carbonate). Solvent: CO.O (methanol water). Yields the product C(C)(C)(C)NC(=O)[C@H]1N(C[C@H]2CCCC[C@H]2C1)C[C@H]([C@H](CC1=CC=CC=C1)NC([C@@H](NC=1SC=C(N1)CO)C(C)(C)S(=O)(=O)C)=O)O (N-tert-butyl-1,2,3,4,4a(S),5,6,7,8,8a(S)-decahydro-2-[2(R)-hydroxy-3(S)-[[N-[4-(hydroxymethyl)-2-thiazolyl]-3-(methanesulfonyl)-L-valyl]amino]-4-phenylbutyl]-3(S)-isoquinolinecarboxamide). The yield is 46.2%. As a reaction SMILES: C([O:4][CH2:5][C:6]1[N:7]=[C:8]([NH:11][C@H:12]([C:20]([NH:22][C@@H:23]([CH2:44][C:45]2[CH:50]=[CH:49][CH:48]=[CH:47][CH:46]=2)[C@H:24]([OH:43])[CH2:25][N:26]2[C@H:35]([C:36]([NH:38][C:39]([CH3:42])([CH3:41])[CH3:40])=[O:37])[CH2:34][C@H:33]3[C@H:28]([CH2:29][CH2:30][CH2:31][CH2:32]3)[CH2:27]2)=[O:21])[C:13]([S:16]([CH3:19])(=[O:18])=[O:17])([CH3:15])[CH3:14])[S:9][CH:10]=1)(=O)C.C(=O)([O-])[O-].[K+].[K+]>CO.O>[C:39]([NH:38][C:36]([C@@H:35]1[CH2:34][C@H:33]2[C@H:28]([CH2:29][CH2:30][CH2:31][CH2:32]2)[CH2:27][N:26]1[CH2:25][C@@H:24]([OH:43])[C@@H:23]([NH:22][C:20](=[O:21])[C@H:12]([C:13]([S:16]([CH3:19])(=[O:18])=[O:17])([CH3:15])[CH3:14])[NH:11][C:8]1[S:9][CH:10]=[C:6]([CH2:5][OH:4])[N:7]=1)[CH2:44][C:45]1[CH:46]=[CH:47][CH:48]=[CH:49][CH:50]=1)=[O:37])([CH3:40])([CH3:41])[CH3:42] |f:1.2.3,4.5|. Procedure: A stirred solution of 73 mg (0.1 mmol) of 2-[3(S)-[[N-[4-(acetoxymethyl)-2-thiazolyl]-3-(methanesulfonyl)-L-valyl]amino]-2(R)-hydroxy-4-phenylbutyl]-N-tert-butyl-1,2,3,4,4a(S),5,6,7,8,8a(S)-decahydro-3(S)-isoquinolinecarboxamide (Example 141) in 7 ml of methanol/water (5:2) was treated with 700 mg of potassium carbonate. After 1.5 hours the volatiles were evaporated and the residue partitioned between ethyl acetate and water. The aqueous phase was extracted with ethyl acetate and the combined or... The reactants are N(=O)[O-].[Na+] (sodium nitrite), C1(CCCCC1)NC1CCCCC1 (dicylohexylamine), Cl (HCl). Solvent: O (water), O (water). Run at temperature 95 celsius. The product is N(=O)N(C1CCCCC1)C1CCCCC1 (N-Nitrosodicyclohexylamine). Reaction SMILES: [N:1]([O-:3])=O.[Na+].[CH:5]1([NH:11][CH:12]2[CH2:17][CH2:16][CH2:15][CH2:14][CH2:13]2)[CH2:10][CH2:9][CH2:8][CH2:7][CH2:6]1.Cl>O>[N:1]([N:11]([CH:12]1[CH2:13][CH2:14][CH2:15][CH2:16][CH2:17]1)[CH:5]1[CH2:10][CH2:9][CH2:8][CH2:7][CH2:6]1)=[O:3] |f:0.1|. Procedure details: A solution of 20.7 g of sodium nitrite in 60 ml of water is slowly added dropwise at RT to a mixture of 36.2 g of dicylohexylamine, 18 ml of conc. HCl and 300 ml of water. After this, the mixture is heated to 95° C. for 7 h. The nitro compound is extracted by shaking with ether. After drying over Na2SO4 and evaporating the ether, an oily residue remains which immediately crystallises. Reactants: C1(=CC=CC=C1)C1=NC=2C(CCCC2C=C1)C(=O)N (2-Phenyl-5,6,7,8-tetrahydroquinoline-8-carboxamide). Run in CN(P(N(C)C)(N(C)C)=O)C (hexamethylphosphorictriamide). Run at temperature 220 celsius. The product is C1(=CC=CC=C1)C1=NC=2C(CCCC2C=C1)C#N (2-phenyl-8-cyano-5,6,7,8-tetrahydroquinoline). The yield is 44.9%. Reaction SMILES: [C:1]1([C:7]2[CH:16]=[CH:15][C:14]3[CH2:13][CH2:12][CH2:11][CH:10]([C:17]([NH2:19])=O)[C:9]=3[N:8]=2)[CH:6]=[CH:5][CH:4]=[CH:3][CH:2]=1>CN(C)P(=O)(N(C)C)N(C)C>[C:1]1([C:7]2[CH:16]=[CH:15][C:14]3[CH2:13][CH2:12][CH2:11][CH:10]([C:17]#[N:19])[C:9]=3[N:8]=2)[CH:2]=[CH:3][CH:4]=[CH:5][CH:6]=1. Reported procedure: 2-Phenyl-5,6,7,8-tetrahydroquinoline-8-carboxamide (6 g.) was dissolved in hexamethylphosphorictriamide (24 ml.) and the solution heated at 220° C for 2 hours. The cooled reaction mixture was poured onto water (50 ml.), extracted with chloroform (3 × 100 ml.) and the combined extracts washed with water (3 × 100 ml.), dried and evaporated to dryness. The residual oil was chromatographed on silica gel by elution with chloroform giving 2-phenyl-8-cyano-5,6,7,8-tetrahydroquinoline (2.5 g.) recrystal... Starting materials: CC=1C(=CC2=C(C(OC2)=O)C1)C1OC1 (6-methyl-5-(oxiran-2-yl)-2-benzofuran-1 (3H)-one), O=C1N(CCNC1)C1CC=2C=CC(=CC2CC1)C#N (6-(2-Oxopiperazin-1-yl)-5,6,7,8-tetrahydronaphthalene-2-carbonitrile). The solvent is CCO (EtOH). Reaction conditions: temperature 140 celsius. Yields the product OC(CN1CC(N(CC1)C1CC=2C=CC(=CC2CC1)C#N)=O)C1=CC2=C(C(OC2)=O)C=C1C (6-{4-[2-Hydroxy-2-(6-methyl-1-oxo-1,3-dihydro-2-benzofuran-5-yl)ethyl]-2-oxopiperazin-1-yl}-5,6,7,8-tetrahydronaphthalene-2-carbonitrile). RXN SMILES: [CH3:1][C:2]1[C:3]([CH:12]2[CH2:14][O:13]2)=[CH:4][C:5]2[CH2:9][O:8][C:7](=[O:10])[C:6]=2[CH:11]=1.[O:15]=[C:16]1[CH2:21][NH:20][CH2:19][CH2:18][N:17]1[CH:22]1[CH2:31][CH2:30][C:29]2[CH:28]=[C:27]([C:32]#[N:33])[CH:26]=[CH:25][C:24]=2[CH2:23]1>CCO>[OH:13][CH:12]([C:3]1[C:2]([CH3:1])=[CH:11][C:6]2[C:7](=[O:10])[O:8][CH2:9][C:5]=2[CH:4]=1)[CH2:14][N:20]1[CH2:19][CH2:18][N:17]([CH:22]2[CH2:31][CH2:30][C:29]3[CH:28]=[C:27]([C:32]#[N:33])[CH:26]=[CH:25][C:24]=3[CH2:23]2)[C:16](=[O:15])[CH2:21]1. Procedure: A mixture of 6-methyl-5-(oxiran-2-yl)-2-benzofuran-1 (3H)-one (22 mg, 0.12 mmol) and 6-(2-Oxopiperazin-1-yl)-5,6,7,8-tetrahydronaphthalene-2-carbonitrile (30 mg, 0.12 mmol) in EtOH (2 mL) was heated to 140° C. for 1 hour. The reaction mixture was concentrated to dryness, and dissolved in MeOH, filtered and shot into Mass-directed HPLC for separation to give the title product. LC-MS (IE, m/z): 446 [M+1]+.